Dataset: the Open Reaction Database (ORD), a public repository of structured organic reaction records. Task: describe an organic reaction: reactants, conditions, products, and yield Reactants: ClC1=C(C(=O)Cl)C=C(C=N1)Cl (2,5-Dichloro-nicotinoyl chloride), C(CCC)[SnH](CCCC)CCCC (tributyl-stannane), O (water). Reagents/catalysts: C=1C=CC(=CC1)[P](C=2C=CC=CC2)(C=3C=CC=CC3)[Pd]([P](C=4C=CC=CC4)(C=5C=CC=CC5)C=6C=CC=CC6)([P](C=7C=CC=CC7)(C=8C=CC=CC8)C=9C=CC=CC9)[P](C=1C=CC=CC1)(C=1C=CC=CC1)C=1C=CC=CC1 (tetrakis(triphenylphosphine)palladium(0)). The solvent is O1CCCC1 (tetrahydrofuran). Run at time 50 minute. Yields the product ClC1=NC=C(C=C1C=O)Cl (2,5-Dichloro-pyridine-3-carbaldehyde). Isolated yield 34.4%. RXN SMILES: [Cl:1][C:2]1[N:10]=[CH:9][C:8]([Cl:11])=[CH:7][C:3]=1[C:4](Cl)=[O:5].C([SnH](CCCC)CCCC)CCC.O>O1CCCC1.C1C=CC([P]([Pd]([P](C2C=CC=CC=2)(C2C=CC=CC=2)C2C=CC=CC=2)([P](C2C=CC=CC=2)(C2C=CC=CC=2)C2C=CC=CC=2)[P](C2C=CC=CC=2)(C2C=CC=CC=2)C2C=CC=CC=2)(C2C=CC=CC=2)C2C=CC=CC=2)=CC=1>[Cl:1][C:2]1[C:3]([CH:4]=[O:5])=[CH:7][C:8]([Cl:11])=[CH:9][N:10]=1 |^1:34,36,55,74|. Reported procedure: To a solution of 2,5-Dichloro-nicotinoyl chloride (15 g, 0.071 mol) in tetrahydrofuran was added tributyl-stannane (24.9 g, 0.086 mol) portionwise over 45 minutes. The resulting mixture was stirred at ambient temperature for 50 minutes, and then treated with tetrakis(triphenylphosphine)palladium(0) (0.82 g, 0.00071 mol). The reaction mixture was stirred at ambient temperature for 4 hours, poured into water; the product was extracted with ethylacetate, the combined organics were dried over magnes... The reactants are O=C([O-])O, Cc1coc(CN)c1, CCO, O=[N+]([O-])c1cccnc1Cl, [Na+]. Yields the product Cc1coc(CNc2ncccc2[N+](=O)[O-])c1. RXN SMILES: [C:19](=[O:20])([O-:21])[OH:22].[CH3:11][c:12]1[cH:13][c:14]([CH2:17][NH2:18])[o:15][cH:16]1.[CH3:24][CH2:25][OH:26].[Cl:1][c:2]1[n:3][cH:4][cH:5][cH:6][c:7]1[N+:8](=[O:9])[O-:10].[Na+:23]>>[c:2]1([NH:18][CH2:17][c:14]2[cH:13][c:12]([CH3:11])[cH:16][o:15]2)[n:3][cH:4][cH:5][cH:6][c:7]1[N+:8](=[O:9])[O-:10].